From a dataset of the Open Reaction Database (ORD), a public repository of structured organic reaction records. describe an organic reaction: reactants, conditions, products, and yield Reactants: C(I)I (methylene iodide), ClC1=C2C3=CC(CCC3(CC2=CC(=C1Cl)OCC(=O)OCC)C=C)=O (Ethyl [(5,6-dichloro-3-oxo-9a-vinyl-1,2,9,9a-tetrahydro-3H-fluoren-7-yl)oxy]-acetate). Reagents/catalysts: [Cu].[Zn] (zinc-copper couple). The solvent is C1(=CC=CC=C1)C (toluene), O1CCCC1 (tetrahydrofuran). Reaction conditions: time 24 hour. Yields the product ClC1=C2C3=CC(CCC3(CC2=CC(=C1Cl)OCC(=O)OCC)C1CC1)=O (ethyl [(5,6-dichloro-9a-cyclopropyl-3-oxo-1,2,9,9a-tetrahydro-3H-fluoren-7-yl)oxy]-acetate). As a reaction SMILES: [CH2:1](I)I.[Cl:4][C:5]1[C:17]([Cl:18])=[C:16]([O:19][CH2:20][C:21]([O:23][CH2:24][CH3:25])=[O:22])[CH:15]=[C:14]2[C:6]=1[C:7]1[C:12]([CH:26]=[CH2:27])([CH2:13]2)[CH2:11][CH2:10][C:9](=[O:28])[CH:8]=1>O1CCCC1.C1(C)C=CC=CC=1.[Cu].[Zn]>[Cl:4][C:5]1[C:17]([Cl:18])=[C:16]([O:19][CH2:20][C:21]([O:23][CH2:24][CH3:25])=[O:22])[CH:15]=[C:14]2[C:6]=1[C:7]1[C:12]([CH:26]3[CH2:1][CH2:27]3)([CH2:13]2)[CH2:11][CH2:10][C:9](=[O:28])[CH:8]=1 |f:4.5|. Procedure: A mixture of the zinc-copper couple, prepared as described above, (48 gm.) and methylene iodide (37.5 gm.) in tetrahydrofuran (300 ml.) is heated under reflux in a nitrogen atmosphere for an hour. Ethyl [(5,6-dichloro-3-oxo-9a-vinyl-1,2,9,9a-tetrahydro-3H-fluoren-7-yl)oxy]-acetate (8.2 gm., 0.02 mole) is added to the cooled mixture and stirring continued at 25° C. for 24 hours. The mixture is diluted with toluene (200 ml.), filtered and the filtrate is washed successively with saturated aqueous ... Starting materials: C1(=CC=CC=C1)S(=O)(=O)[N-]C(CCC=C)=O (N-benzenesulphonyl-4-pentenoylamide), I(=O)(=O)(=O)[O-].[Na+] (sodium metaperiodate), I(=O)(=O)(=O)[O-].[Na+] (sodium metaperiodate). The reagents and catalysts are [Os](=O)(=O)(=O)=O (osmium tetraoxide). Solvent: O1CCOCC1 (dioxan), O (water). Reaction conditions: time 20 minute. Yields the product C1(=CC=CC=C1)S(=O)(=O)N1C(CCC1O)=O (1-benzenesulphonyl-2-oxo-5-hydroxypyrrolidine). Yield: 40.5%. As a reaction SMILES: [C:1]1([S:7]([N-:10][C:11](=[O:16])[CH2:12][CH2:13][CH:14]=C)(=[O:9])=[O:8])[CH:6]=[CH:5][CH:4]=[CH:3][CH:2]=1.I([O-])(=O)(=O)=[O:18].[Na+]>O1CCOCC1.O.[Os](=O)(=O)(=O)=O>[C:1]1([S:7]([N:10]2[CH:11]([OH:16])[CH2:12][CH2:13][C:14]2=[O:18])(=[O:8])=[O:9])[CH:2]=[CH:3][CH:4]=[CH:5][CH:6]=1 |f:1.2|. Procedure: 50 mg of osmium tetraoxide is added to a solution of 5 g of N-benzenesulphonyl-4-pentenoylamide in 150 cm3 of dioxan and 50 cm3 of water. After about 20 minutes, 5.10 g of sodium metaperiodate is added, and after agitating for 1 hour, a further 5.10 g of sodium metaperiodate is added, with agitation for a further 2 hours at ambient temperature. The precipitate formed is filtered off, the filtrate is evaporated to dryness and the residue is dissolved in 50 cm3 of ethyl acetate, treated with activ... Product: O.C(C(=O)O)(=O)O.COC1=CC2=C(NC(=N2)SCCCCCCCC)C=C1.COC1=CC2=C(NC(=N2)SCCCCCCCC)C=C1.O (5-Methoxy-2-octylthio-1H-1,3-benzimidazole Hemioxalate Monohydrate). The reactants are COC1=CC2=C(N=C(N2)S)C=C1 (5-methoxy-2-mercaptobenzimidazole), [OH-].[Na+].O (NaOH H2O), C(CCCCCCC)Br (octyl bromide), CO (methanol). Reaction conditions: time 16 hour. Procedure details: To a solution of 5-methoxy-2-mercaptobenzimidazole (2 16 g, 12 mmol) (Varima, R. S., J. Indian Chem. Soc. 62, 73 (1985)) in methanol (100 mL) and 2N NaOH/H2O (20 mmol) was added octyl bromide (2.65 g, 12 mmol). The solution was stirred at ambient temperature for 16 hours, evaporated, dissolved in CH2Cl2, washed with saturated NaHCO3, and dried over Na2SO4. Evaporation of the solvent and flash chromatography (Merck Kieselgel, 5% MeOH/CH2Cl2) gave 1.4 of the title compound as a free base. Conversi... RXN SMILES: [CH3:1][O:2][C:3]1[CH:12]=[CH:11][C:6]2[N:7]=[C:8]([SH:10])[NH:9][C:5]=2[CH:4]=1.[OH-:13].[Na+].[OH2:15].[CH2:16](Br)[CH2:17][CH2:18][CH2:19][CH2:20][CH2:21][CH2:22][CH3:23].C[OH:26]>>[OH2:2].[C:3]([OH:2])(=[O:26])[C:12]([OH:15])=[O:13].[CH3:1][O:2][C:3]1[CH:12]=[CH:11][C:6]2[NH:7][C:8]([S:10][CH2:16][CH2:17][CH2:18][CH2:19][CH2:20][CH2:21][CH2:22][CH3:23])=[N:9][C:5]=2[CH:4]=1.[CH3:1][O:2][C:3]1[CH:12]=[CH:11][C:6]2[NH:7][C:8]([S:10][CH2:16][CH2:17][CH2:18][CH2:19][CH2:20][CH2:21][CH2:22][CH3:23])=[N:9][C:5]=2[CH:4]=1.[OH2:2] |f:1.2.3,6.7.8.9.10|. Starting materials: F[B-](F)(F)F, CN1CCN(CC(=O)O)CC1, CN(C)C=O, CCN(C(C)C)C(C)C, Nc1ccc2c(c1)COC(NC1CCCCCC1)=N2, ClCCl, O, CN(C)C(On1nnc2ccccc21)=[N+](C)C. The product is CN1CCN(CC(=O)Nc2ccc3c(c2)COC(NC2CCCCCC2)=N3)CC1. Reaction SMILES: [B-:21]([F:22])([F:23])([F:24])[F:25].[CH3:1][N:2]1[CH2:3][CH2:4][N:5]([CH2:8][C:9](=[O:10])[OH:11])[CH2:6][CH2:7]1.[CH3:65][N:66]([CH3:67])[CH:68]=[O:69].[CH:12]([N:13]([CH2:14][CH3:15])[CH:16]([CH3:17])[CH3:18])([CH3:19])[CH3:20].[CH:43]1([NH:50][C:51]2=[N:56][c:55]3[c:54]([cH:60][c:59]([NH2:61])[cH:58][cH:57]3)[CH2:53][O:52]2)[CH2:44][CH2:45][CH2:46][CH2:47][CH2:48][CH2:49]1.[Cl:62][CH2:63][Cl:64].[OH2:70].[n:26]1([O:27][C:28]([N:29]([CH3:30])[CH3:31])=[N+:32]([CH3:33])[CH3:34])[c:35]2[cH:36][cH:37][cH:38][cH:39][c:40]2[n:41][n:42]1>>[CH3:1][N:2]1[CH2:3][CH2:4][N:5]([CH2:8][C:9](=[O:11])[NH:61][c:59]2[cH:58][cH:57][c:55]3[c:54]([cH:60]2)[CH2:53][O:52][C:51]([NH:50][CH:43]2[CH2:44][CH2:45][CH2:46][CH2:47][CH2:48][CH2:49]2)=[N:56]3)[CH2:6][CH2:7]1. Starting materials: N1N=CN=C1 (1,2,4-triazole), ClC=1N=C(C2=C(N1)SC1=C2CCCC1)NCC1=CC2=C(C=C1)OCO2 (2-chloro-5,6,7,8-tetrahydro-4-(3,4-methylenedioxybenzylamino)-[1]-benzothieno-[2,3-d]-pyrimidine). The product is N1(N=CN=C1)C=1N=C(C2=C(N1)SC1=C2CCCC1)NCC1=CC2=C(C=C1)OCO2 (2-(1,2,4-triazol-1-yl)-5,6,7,8-tetrahydro-4-(3,4-methylenedioxybenzylamino)-[1]-benzothieno-[2,3-d]-pyrimidine). RXN SMILES: [NH:1]1[CH:5]=[N:4][CH:3]=[N:2]1.Cl[C:7]1[N:8]=[C:9]([NH:20][CH2:21][C:22]2[CH:27]=[CH:26][C:25]3[O:28][CH2:29][O:30][C:24]=3[CH:23]=2)[C:10]2[C:15]3[CH2:16][CH2:17][CH2:18][CH2:19][C:14]=3[S:13][C:11]=2[N:12]=1>>[N:1]1([C:7]2[N:8]=[C:9]([NH:20][CH2:21][C:22]3[CH:27]=[CH:26][C:25]4[O:28][CH2:29][O:30][C:24]=4[CH:23]=3)[C:10]3[C:15]4[CH2:16][CH2:17][CH2:18][CH2:19][C:14]=4[S:13][C:11]=3[N:12]=2)[CH:5]=[N:4][CH:3]=[N:2]1. Procedure details: Following the procedure of Example 97, the reaction of 1,2,4-triazole with 2-chloro-5,6,7,8-tetrahydro-4-(3,4-methylenedioxybenzylamino)-[1]-benzothieno-[2,3-d]-pyrimidine gives 2-(1,2,4-triazol-1-yl)-5,6,7,8-tetrahydro-4-(3,4-methylenedioxybenzylamino)-[1]-benzothieno-[2,3-d]-pyrimidine. Starting materials: [H-].C(C(C)C)[Al+]CC(C)C (diisobutylaluminum hydride), ClCCCC1(CC=CCC1C1=CC=CC=C1)C(=O)OCC (Ethyl 1-(3-chloropropyl)-6-phenyl-3-cyclohexene-1-carboxylate), O (water). The solvent is C1(=CC=CC=C1)C (toluene). Conditions: temperature 0 celsius, time 16 hour. The product is ClCCCC1(CC=CCC1C1=CC=CC=C1)CO (1-(3-chloropropyl)-6-phenyl-3-cyclohexene-1-methanol). The yield is 92.6%. Reaction SMILES: [Cl:1][CH2:2][CH2:3][CH2:4][C:5]1([C:17](OCC)=[O:18])[CH:10]([C:11]2[CH:16]=[CH:15][CH:14]=[CH:13][CH:12]=2)[CH2:9][CH:8]=[CH:7][CH2:6]1.[H-].C([Al+]CC(C)C)C(C)C.O>C1(C)C=CC=CC=1>[Cl:1][CH2:2][CH2:3][CH2:4][C:5]1([CH2:17][OH:18])[CH:10]([C:11]2[CH:12]=[CH:13][CH:14]=[CH:15][CH:16]=2)[CH2:9][CH:8]=[CH:7][CH2:6]1 |f:1.2|. Procedure: Ethyl 1-(3-chloropropyl)-6-phenyl-3-cyclohexene-1-carboxylate (8.65 g, 29.4 mmol) dissolved in toluene (200 ml) was added dropwise to a 1.0M stock solution of diisobutylaluminum hydride (DIBAL, 2.2 equiv., 64.6 ml). The contents were stirred for 16 hrs. under N2 at ambient temperature. The reaction was then chilled to 0° C. and water (100 ml) added. The resulting precipitate was filtered off and the filtrate was dried over MgSO4, filtered, and concentrated in vacuo to afford 7.21 g (92% yield) o... Reactants: BrC1=C(C=C(C=C1)Cl)C (2-bromo-5-chloro-toluene), CC1(OB(OC1(C)C)C1=C(C(=O)OCC)C=CC=C1)C (ethyl 2-(4,4,5,5-tetramethyl-1,3,2-dioxaborolan-2-yl)benzoate), C1(=CC=CC=C1)C (toluene), P(=O)([O-])([O-])[O-].[K+].[K+].[K+] (tripotassium phosphate). The solvent is O (water). Product: ClC1=CC(=C(C=C1)C=1C(=CC=CC1)C(=O)OCC)C (ethyl 4′-chloro-2′-methyl-biphenyl-2-carboxylate). Isolated yield 99.0%. As a reaction SMILES: Br[C:2]1[CH:7]=[CH:6][C:5]([Cl:8])=[CH:4][C:3]=1[CH3:9].CC1(C)C(C)(C)OB([C:18]2[CH:28]=[CH:27][CH:26]=[CH:25][C:19]=2[C:20]([O:22][CH2:23][CH3:24])=[O:21])O1.C1(C)C=CC=CC=1.P([O-])([O-])([O-])=O.[K+].[K+].[K+]>O>[Cl:8][C:5]1[CH:6]=[CH:7][C:2]([C:18]2[C:19]([C:20]([O:22][CH2:23][CH3:24])=[O:21])=[CH:25][CH:26]=[CH:27][CH:28]=2)=[C:3]([CH3:9])[CH:4]=1 |f:3.4.5.6|. Procedure: Under an argon atmosphere, a mixture of 2-bromo-5-chloro-toluene (20.55 g), ethyl 2-(4,4,5,5-tetramethyl-1,3,2-dioxaborolan-2-yl)benzoate (55.23 g), toluene (200 ml), water (125 ml), tripotassium phosphate (53.07 g) and 1,1′-bis(diphenylphosphino)ferrocene-palladium(II) dichloride-dichloromethane complex (1.633 g) was stirred with heating under reflux for 1 hr. The reaction mixture was cooled to room temperature, activated carbon (1 g) was added and the mixture was stirred for 10 min at room tem... The reactants are FC(OC1=CC=C(C=C1)N1C=NC2=C1C=C(C=C2)C(=O)NN)(F)F (1-[4-(trifluoromethoxy)phenyl]-1H-benzimidazole-6-carbohydrazide), C(C)(=O)OC(C(=O)Cl)(C)C (2-chloro-1,1-dimethyl-2-oxoethyl acetate). The product is C(C)(=O)OC(C(NNC(=O)C=1C=CC2=C(N(C=N2)C2=CC=C(C=C2)OC(F)(F)F)C1)=O)(C)C (1,1-dimethyl-2-oxo-2-[2-[[1-[4-(trifluoromethoxy)phenyl]-1H-benzimidazol-6-yl]carbonyl]hydrazino]ethyl acetate). Yield: 66.0%. RXN SMILES: [F:1][C:2]([F:24])([F:23])[O:3][C:4]1[CH:9]=[CH:8][C:7]([N:10]2[C:14]3[CH:15]=[C:16]([C:19]([NH:21][NH2:22])=[O:20])[CH:17]=[CH:18][C:13]=3[N:12]=[CH:11]2)=[CH:6][CH:5]=1.[C:25]([O:28][C:29]([CH3:34])([CH3:33])[C:30](Cl)=[O:31])(=[O:27])[CH3:26]>>[C:25]([O:28][C:29]([CH3:34])([CH3:33])[C:30](=[O:31])[NH:22][NH:21][C:19]([C:16]1[CH:17]=[CH:18][C:13]2[N:12]=[CH:11][N:10]([C:7]3[CH:6]=[CH:5][C:4]([O:3][C:2]([F:1])([F:23])[F:24])=[CH:9][CH:8]=3)[C:14]=2[CH:15]=1)=[O:20])(=[O:27])[CH3:26]. Procedure details: In the same manner as in Reference Example 129 and using 1-[4-(trifluoromethoxy)phenyl]-1H-benzimidazole-6-carbohydrazide instead of 3-bromo-1-benzofuran-5-carbohydrazide and 2-chloro-1,1-dimethyl-2-oxoethyl acetate instead of (1S)-2-chloro-1-methyl-2-oxoethyl acetate, the title compound (yield 66%) was obtained as colorless crystals. Starting materials: C(C)C1=NC=2CCCN(C2C(=C1)OCC1=CC=C(C=C1)C1=C(C=CC=C1)C=1N=NN(N1)C(C1=CC=CC=C1)(C1=CC=CC=C1)C1=CC=CC=C1)C(C(F)(F)F)=O (2-ethyl-5,6,7,8-tetrahydro 5-trifluoroacetyl-4-[(2'-(2-triphenylmethyl-2H-tetrazol-5-yl)biphenyl-4-yl)methoxy]-1,5-naphthyridine), [OH-].[K+] (potassium hydroxide). Solvent: CO (methanol). Reaction conditions: time 1 hour. Yields the product 2-ethyl 5,6,7,8-tetrahydro-4-(2'-(2-triphenylmethyl-2H-tetrazol-5-yl)biphenyl)-4-yl, C(C)C1=NC=2CCCNC2C(=C1)OCC1=CC=C(C=C1)C1=C(C=CC=C1)C=1N=NN(N1)C(C1=CC=CC=C1)(C1=CC=CC=C1)C1=CC=CC=C1 (2-ethyl-5,6,7,8-tetrahydro-4-[(2'-(2-triphenylmethyl-2H-tetrazol-5-yl)biphenyl-4-yl)methoxy]-1,5-naphthyridine). The yield is 32.8%. RXN SMILES: [CH2:1]([C:3]1[CH:12]=[C:11]([O:13][CH2:14][C:15]2[CH:20]=[CH:19][C:18]([C:21]3[CH:26]=[CH:25][CH:24]=[CH:23][C:22]=3[C:27]3[N:28]=[N:29][N:30]([C:32]([C:45]4[CH:50]=[CH:49][CH:48]=[CH:47][CH:46]=4)([C:39]4[CH:44]=[CH:43][CH:42]=[CH:41][CH:40]=4)[C:33]4[CH:38]=[CH:37][CH:36]=[CH:35][CH:34]=4)[N:31]=3)=[CH:17][CH:16]=2)[C:10]2[N:9](C(=O)C(F)(F)F)[CH2:8][CH2:7][CH2:6][C:5]=2[N:4]=1)[CH3:2].[OH-].[K+]>CO>[CH2:1]([C:3]1[CH:12]=[C:11]([O:13][CH2:14][C:15]2[CH:16]=[CH:17][C:18]([C:21]3[CH:26]=[CH:25][CH:24]=[CH:23][C:22]=3[C:27]3[N:28]=[N:29][N:30]([C:32]([C:33]4[CH:38]=[CH:37][CH:36]=[CH:35][CH:34]=4)([C:39]4[CH:40]=[CH:41][CH:42]=[CH:43][CH:44]=4)[C:45]4[CH:46]=[CH:47][CH:48]=[CH:49][CH:50]=4)[N:31]=3)=[CH:19][CH:20]=2)[C:10]2[NH:9][CH2:8][CH2:7][CH2:6][C:5]=2[N:4]=1)[CH3:2] |f:1.2|. Procedure: A solution of compound B5 (0.42 g) and potassium hydroxide (0.1 g) in methanol (5 ml) was left to stand for 1 hour. The solvent was removed by evaporation and the residue partitioned between ethyl acetate (20 ml) and water (20 ml). The organic phase was separated, washed with saturated sodium chloride solution (20 ml) and dried (MgSO4) The solvent was removed by evaporation and ether (10 ml) was added to the residue. Insoluble material was removed by filtration and the filtrate was evaporated to... Reactants: ClC(=O)OCC1C2=CC=CC=C2C=2C=CC=CC12 (9-fluorenylmethyl chloroformate), N[C@@H](CCCN)C(=O)O (L-ornithine). Product: C1=CC=CC=2C3=CC=CC=C3C(C12)COC(=O)N[C@@H](CCCNC(=O)OCC1C2=CC=CC=C2C=2C=CC=CC12)C(=O)O (Nα,Nδ-di-(9-Fluorenylmethoxycarbonyl)-L-ornithine). Isolated yield 79.0%. RXN SMILES: Cl[C:2]([O:4][CH2:5][CH:6]1[C:18]2[CH:17]=[CH:16][CH:15]=[CH:14][C:13]=2[C:12]2[C:7]1=[CH:8][CH:9]=[CH:10][CH:11]=2)=[O:3].[NH2:19][C@H:20]([C:25]([OH:27])=[O:26])[CH2:21][CH2:22][CH2:23][NH2:24]>>[CH:17]1[C:18]2[CH:6]([CH2:5][O:4][C:2]([NH:19][C@H:20]([C:25]([OH:27])=[O:26])[CH2:21][CH2:22][CH2:23][NH:24][C:2]([O:4][CH2:5][CH:6]3[C:7]4[CH:8]=[CH:9][CH:10]=[CH:11][C:12]=4[C:13]4[C:18]3=[CH:17][CH:16]=[CH:15][CH:14]=4)=[O:3])=[O:3])[C:7]3[C:12](=[CH:11][CH:10]=[CH:9][CH:8]=3)[C:13]=2[CH:14]=[CH:15][CH:16]=1. Procedure details: The reaction of 9-fluorenylmethyl chloroformate with L-ornithine according to the conditions described in example 2 provided the title product in 79% yield.